From a dataset of the Open Reaction Database (ORD), a public repository of structured organic reaction records. describe an organic reaction: reactants, conditions, products, and yield Starting materials: O=C(Cl)c1ccccc1, CCOC(C)=O, CN(C)c1ccncc1, CC(C)C1NC(=O)OC1=O. The product is CC(C)C1C(=O)OC(=O)N1C(=O)c1ccccc1. As a reaction SMILES: [C:1]([c:2]1[cH:3][cH:4][cH:5][cH:6][cH:7]1)(=[O:8])[Cl:9].[CH3:20][CH2:21][O:22][C:23](=[O:24])[CH3:25].[CH3:26][N:27]([CH3:28])[c:29]1[cH:30][cH:31][n:32][cH:33][cH:34]1.[CH:10]([CH3:11])([CH3:12])[CH:13]1[NH:14][C:15](=[O:19])[O:16][C:17]1=[O:18]>>[C:1]([c:2]1[cH:3][cH:4][cH:5][cH:6][cH:7]1)(=[O:8])[N:14]1[CH:13]([CH:10]([CH3:11])[CH3:12])[C:17](=[O:18])[O:16][C:15]1=[O:19]. Starting materials: C(C1=CC=CC=C1)OC1=CC2=C(CCN(CC2)C2CCC2)C=C1 (7-Benzyloxy-3-cyclobutyl-2,3,4,5-tetrahydro-1H-benzo[d]azepine). Reagents/catalysts: [Pd] (Palladium). Run in C(C)O (ethanol), O1CCCC1 (tetrahydrofuran). Conditions: time 5 hour. Yields the product C1(CCC1)N1CCC2=C(CC1)C=C(C=C2)O (3-Cyclobutyl-2,3,4,5-tetrahydro-1H-benzo[d]azepin-7-ol). Reaction SMILES: C([O:8][C:9]1[CH:23]=[CH:22][C:12]2[CH2:13][CH2:14][N:15]([CH:18]3[CH2:21][CH2:20][CH2:19]3)[CH2:16][CH2:17][C:11]=2[CH:10]=1)C1C=CC=CC=1>C(O)C.O1CCCC1.[Pd]>[CH:18]1([N:15]2[CH2:16][CH2:17][C:11]3[CH:10]=[C:9]([OH:8])[CH:23]=[CH:22][C:12]=3[CH2:13][CH2:14]2)[CH2:21][CH2:20][CH2:19]1. Reported procedure: 7-Benzyloxy-3-cyclobutyl-2,3,4,5-tetrahydro-1H-benzo[d]azepine (E1) (9.22 g, 30 mmol) was dissolved in ethanol (150 ml) and tetrahydrofuran (50 ml). Palladium (1.5 g, 10% on charcoal paste) was added and the reaction mixture was stirred at room temperature under hydrogen (1 atmosphere) for 5 hours. The reaction mixture was filtered through celite and the filtrate concentrated in vacuo. The crude residue was triturated with diethyl ether and filtered to afford the title product (E3); MS (ES+) m/e... Reactants: C[Si](C)(C)Cl, CC#N, COC(=O)C(Cc1cc(Cl)c(OCCc2cccc(Oc3ccc(OC)cc3)c2)c(Cl)c1)NC(=O)C(F)(F)F, [I-], [Na+], [Na+], [Na+], O, O=S([O-])([O-])=S. The product is COC(=O)C(Cc1cc(Cl)c(OCCc2cccc(Oc3ccc(O)cc3)c2)c(Cl)c1)NC(=O)C(F)(F)F. RXN SMILES: [CH3:1][Si:2]([Cl:3])([CH3:4])[CH3:5].[CH3:54][C:55]#[N:56].[CH3:6][O:7][C:8]([CH:9]([NH:10][C:11]([C:12]([F:13])([F:14])[F:15])=[O:16])[CH2:17][c:18]1[cH:19][c:20]([Cl:43])[c:21]([O:25][CH2:26][CH2:27][c:28]2[cH:29][c:30]([O:34][c:35]3[cH:36][cH:37][c:38]([O:41][CH3:42])[cH:39][cH:40]3)[cH:31][cH:32][cH:33]2)[c:22]([Cl:24])[cH:23]1)=[O:44].[I-:46].[Na+:45].[Na+:52].[Na+:53].[OH2:57].[S:47]([O-:48])([O-:49])(=[O:50])=[S:51]>>[CH3:6][O:7][C:8]([CH:9]([NH:10][C:11]([C:12]([F:13])([F:14])[F:15])=[O:16])[CH2:17][c:18]1[cH:19][c:20]([Cl:43])[c:21]([O:25][CH2:26][CH2:27][c:28]2[cH:29][c:30]([O:34][c:35]3[cH:36][cH:37][c:38]([OH:41])[cH:39][cH:40]3)[cH:31][cH:32][cH:33]2)[c:22]([Cl:24])[cH:23]1)=[O:44]. Starting materials: C[Si](CCOCN(C1=C(C(=NC=2N1N=CC2C=2C=NN(C2)C2=CC=CC=C2)C2CCC(CC2)(O)CO)Br)COCC[Si](C)(C)C)(C)C (4-(7-(bis((2-(trimethylsilyl)ethoxy)methyl)amino)-6-bromo-3-(1-phenyl-1H-pyrazol-4-yl)pyrazolo[1,5-a]pyrimidin-5-yl)-1-(hydroxymethyl)cyclohexanol), Cl (HCl). Run in O1CCOCC1 (dioxane). Run at temperature 40 celsius, time 1 hour. The product is NC1=C(C(=NC=2N1N=CC2C=2C=NN(C2)C2=CC=CC=C2)C2CCC(CC2)(O)CO)Br (4-(7-amino-6-bromo-3-(1-phenyl-1H-pyrazol-4-yl)pyrazolo[1,5-a]pyrimidin-5-yl)-1-(hydroxymethyl)cyclohexanol). The yield is 84.0%. As a reaction SMILES: C[Si](C)(C)CCOC[N:7](COCC[Si](C)(C)C)[C:8]1[N:13]2[N:14]=[CH:15][C:16]([C:17]3[CH:18]=[N:19][N:20]([C:22]4[CH:27]=[CH:26][CH:25]=[CH:24][CH:23]=4)[CH:21]=3)=[C:12]2[N:11]=[C:10]([CH:28]2[CH2:33][CH2:32][C:31]([CH2:35][OH:36])([OH:34])[CH2:30][CH2:29]2)[C:9]=1[Br:37].Cl>O1CCOCC1>[NH2:7][C:8]1[N:13]2[N:14]=[CH:15][C:16]([C:17]3[CH:18]=[N:19][N:20]([C:22]4[CH:23]=[CH:24][CH:25]=[CH:26][CH:27]=4)[CH:21]=3)=[C:12]2[N:11]=[C:10]([CH:28]2[CH2:33][CH2:32][C:31]([CH2:35][OH:36])([OH:34])[CH2:30][CH2:29]2)[C:9]=1[Br:37]. Procedure details: To a solution of 4-(7-(bis((2-(trimethylsilyl)ethoxy)methyl)amino)-6-bromo-3-(1-phenyl-1H-pyrazol-4-yl)pyrazolo[1,5-a]pyrimidin-5-yl)-1-(hydroxymethyl)cyclohexanol (542 mg, 0.729 mmol) in dioxane (4 mL) was added HCl (4 N, aq, 4 mL) at rt. The resulting mixture was stirred at 40° C. for 1 h. The reaction mixture was evaporated to dryness to afford 4-(7-amino-6-bromo-3-(1-phenyl-1H-pyrazol-4-yl)pyrazolo[1,5-a]pyrimidin-5-yl)-1-(hydroxymethyl)cyclohexanol as a gray solid (296 mg), which was used w... Reactants: O=C([O-])[O-], CN1CCCC1=O, [Cs+], [Cs+], Fc1nccnc1C1(F)CCOCC1, O=C(c1ccc(O)cc1)c1nc2ccccc2[nH]1. The product is O=C(c1ccc(Oc2nccnc2C2(F)CCOCC2)cc1)c1nc2ccccc2[nH]1. Reaction SMILES: [C:33](=[O:34])([O-:35])[O-:36].[CH3:39][N:40]1[CH2:41][CH2:42][CH2:43][C:44]1=[O:45].[Cs+:37].[Cs+:38].[F:19][c:20]1[n:21][cH:22][cH:23][n:24][c:25]1[C:26]1([F:32])[CH2:27][CH2:28][O:29][CH2:30][CH2:31]1.[nH:1]1[c:2]([C:10](=[O:11])[c:12]2[cH:13][cH:14][c:15]([OH:18])[cH:16][cH:17]2)[n:3][c:4]2[c:5]1[cH:6][cH:7][cH:8][cH:9]2>>[nH:1]1[c:2]([C:10](=[O:11])[c:12]2[cH:13][cH:14][c:15]([O:18][c:20]3[n:21][cH:22][cH:23][n:24][c:25]3[C:26]3([F:32])[CH2:27][CH2:28][O:29][CH2:30][CH2:31]3)[cH:16][cH:17]2)[n:3][c:4]2[c:5]1[cH:6][cH:7][cH:8][cH:9]2. Product: C(C)(C)C1=NC(=C(C(=C1CO)C1=CC=C(C=C1)CC)C=CCCC)C(C)C (2,6-Diisopropyl-3-hydroxymethyl-4-(4-ethylphenyl)-5-(pent-1-enyl)pyridine). As a reaction SMILES: [CH:1]([C:4]1[C:9]([C:10](OCC)=[O:11])=[C:8]([C:15]2[CH:20]=[CH:19][C:18]([CH2:21][CH3:22])=[CH:17][CH:16]=2)[C:7]([CH:23]=[CH:24][CH2:25][CH2:26][CH3:27])=[C:6]([CH:28]([CH3:30])[CH3:29])[N:5]=1)([CH3:3])[CH3:2]>C(OCC)(=O)C.CCCCCC>[CH:1]([C:4]1[C:9]([CH2:10][OH:11])=[C:8]([C:15]2[CH:16]=[CH:17][C:18]([CH2:21][CH3:22])=[CH:19][CH:20]=2)[C:7]([CH:23]=[CH:24][CH2:25][CH2:26][CH3:27])=[C:6]([CH:28]([CH3:29])[CH3:30])[N:5]=1)([CH3:3])[CH3:2] |f:1.2|. Procedure: The title compound was prepared from the intermediate obtained in Step A by the procedure described in Example 125, Step F. 1H NMR (300 MHz, CDCl3) (reported as a mixture of olefin isomers): δ 0.73 (t, J=7.0 Hz, 3 H), 1.10-1.40 (m, 18 H), 1.91 (tdd, J=7.0, 7.0, 1.0, 2 H), 2.68 (q, J=7.4 Hz, 2 H), 3.3-3.5 (m, 2 H), 4.41 (d, J=5.5 Hz, 2 H), 5.20-5.40 (m, 1 H), 6.0 (dt, J=16.0, 1.0 Hz, 1 H), 7.0 (d, J=8.5 Hz, 2 H), 7.23 (d, J=8.5 Hz, 2 H). FAB-MS: calculated for C25H35NO 366; found 366 (M+H, 100%).... Solvent: C(C)(=O)OCC.CCCCCC (ethyl acetate n-hexane). Starting materials: C(C)(C)C1=NC(=C(C(=C1C(=O)OCC)C1=CC=C(C=C1)CC)C=CCCC)C(C)C (Ethyl 2,6-diisopropyl-4-(4-ethylphenyl)-5-(pent-1-enyl)-pyridine-3-carboxylate), C25H35NO.